Dataset: the Open Reaction Database (ORD), a public repository of structured organic reaction records. Task: describe an organic reaction: reactants, conditions, products, and yield The reactants are COC(=O)CCC(=O)[O-], ClCCl, [CH3], O=C(Cl)C(=O)Cl, CN(C)C=O. Product: COC(=O)CCC(=O)Cl. RXN SMILES: [C:1]([CH2:2][CH2:3][C:4](=[O:5])[O-:6])(=[O:7])[O:8][CH3:9].[CH2:22]([Cl:23])[Cl:24].[CH3:10].[Cl:11][C:12]([C:13]([Cl:14])=[O:15])=[O:16].[O:17]=[CH:18][N:19]([CH3:20])[CH3:21]>>[C:1]([CH2:2][CH2:3][C:4](=[O:5])[Cl:11])(=[O:7])[O:8][CH3:9]. Starting materials: C(C)(C)(C)C1=CC(=C(C=N1)C=1N([C@]([C@](N1)(C)C1=CC=C(C=C1)Cl)(C)C1=CC=C(C=C1)Cl)C(=O)N1CCC(CC1)C(=O)O)OCC (1-[(4S,5R)-2-(6-tert-butyl-4-ethoxy-pyridin-3-yl)-4,5-bis-(4-chloro-phenyl)-4,5-dimethyl-4,5-dihydro-imidazole-1-carbonyl]-piperidine-4-carboxylic acid), Cl.CS(=O)(=O)CCNC ((2-methanesulfonylethyl)-methylamine hydrochloride). Product: CS(=O)(=O)CCN(C(=O)C1CCN(CC1)C(=O)N1C(=N[C@@]([C@@]1(C)C1=CC=C(C=C1)Cl)(C)C1=CC=C(C=C1)Cl)C=1C=NC(=CC1OCC)C(C)(C)C)C (1-[(4S,5R)-2-(6-tert-Butyl-4-ethoxy-pyridin-3-yl)-4,5-bis-(4-chloro-phenyl)-4,5-dimethyl-4,5-dihydro-imidazole-1-carbonyl]-piperidine-4-carboxylic acid (2-methanesulfonyl-ethyl)-methyl-amide). Reaction SMILES: [C:1]([C:5]1[N:10]=[CH:9][C:8]([C:11]2[N:12]([C:32]([N:34]3[CH2:39][CH2:38][CH:37]([C:40](O)=[O:41])[CH2:36][CH2:35]3)=[O:33])[C@@:13]([C:25]3[CH:30]=[CH:29][C:28](Cl)=[CH:27][CH:26]=3)([CH3:24])[C@@:14]([C:17]3[CH:22]=[CH:21][C:20]([Cl:23])=[CH:19][CH:18]=3)([CH3:16])[N:15]=2)=[C:7]([O:43][CH2:44][CH3:45])[CH:6]=1)([CH3:4])([CH3:3])[CH3:2].[ClH:46].[CH3:47][S:48]([CH2:51][CH2:52][NH:53][CH3:54])(=[O:50])=[O:49]>>[CH3:47][S:48]([CH2:51][CH2:52][N:53]([CH3:54])[C:40]([CH:37]1[CH2:38][CH2:39][N:34]([C:32]([N:12]2[C@@:13]([C:25]3[CH:26]=[CH:27][C:28]([Cl:46])=[CH:29][CH:30]=3)([CH3:24])[C@@:14]([C:17]3[CH:18]=[CH:19][C:20]([Cl:23])=[CH:21][CH:22]=3)([CH3:16])[N:15]=[C:11]2[C:8]2[CH:9]=[N:10][C:5]([C:1]([CH3:4])([CH3:3])[CH3:2])=[CH:6][C:7]=2[O:43][CH2:44][CH3:45])=[O:33])[CH2:35][CH2:36]1)=[O:41])(=[O:50])=[O:49] |f:1.2|. Procedure details: In a manner analogous to the method described in example 163, 1-[(4S,5R)-2-(6-tert-butyl-4-ethoxy-pyridin-3-yl)-4,5-bis-(4-chloro-phenyl)-4,5-dimethyl-4,5-dihydro-imidazole-1-carbonyl]-piperidine-4-carboxylic acid was coupled with (2-methanesulfonylethyl)-methylamine hydrochloride (Array) to give the title compound. HR-MS (ES, m/z) calculated for C39H50Cl2N5O5S [(M+H)+] 770.2904, observed 770.2905.